From a dataset of the Open Reaction Database (ORD), a public repository of structured organic reaction records. describe an organic reaction: reactants, conditions, products, and yield Starting materials: O (water), C(C)OCCC=1C=2N(C(=NC1C1=CC=CC=C1)N)N=CN2 (8-(2-ethoxyethyl)-7-phenyl-1,2,4-triazolo[2,3-c]pyrimidine-5-amine), IC (iodomethane), CC(C)([O-])C.[K+] (potassium t-butoxide). Run in C(C)(C)(C)O (t-butyl alcohol). The product is CNC1=NC(=C(C=2N1N=CN2)CCOCC)C2=CC=CC=C2 (N-methyl-N-[8-(2-ethoxyethyl)-7-phenyl-1,2,4-triazolo[2,3-c]pyrimidin-5-yl]amine). As a reaction SMILES: [CH2:1]([O:3][CH2:4][CH2:5][C:6]1[C:7]2[N:8]([N:19]=[CH:20][N:21]=2)[C:9]([NH2:18])=[N:10][C:11]=1[C:12]1[CH:17]=[CH:16][CH:15]=[CH:14][CH:13]=1)[CH3:2].IC.[CH3:24]C(C)([O-])C.[K+].O>C(O)(C)(C)C>[CH3:24][NH:18][C:9]1[N:8]2[N:19]=[CH:20][N:21]=[C:7]2[C:6]([CH2:5][CH2:4][O:3][CH2:1][CH3:2])=[C:11]([C:12]2[CH:17]=[CH:16][CH:15]=[CH:14][CH:13]=2)[N:10]=1 |f:2.3|. Procedure details: A mixture of 3.0 g (0.01 mole) of 8-(2-ethoxyethyl)-7-phenyl-1,2,4-triazolo[2,3-c]pyrimidine-5-amine, ca. 3 g of iodomethane, and ca. 1 g of potassium t-butoxide in t-butyl alcohol was stirred with heating for five hours. The solution was cooled to room temperature and then poured into 200 ml of cold water and extracted with several portions of ethyl acetate. The organic phase was washed with aqueous sodium chloride, dried over sodium sulfate, filtered, and concentrated in vacuo to dryness. Colu...